Dataset: the Open Reaction Database (ORD), a public repository of structured organic reaction records. Task: describe an organic reaction: reactants, conditions, products, and yield The reactants are CC[C@@]12CCCN3[C@@H]1C4=C(C=5C=CC=CC5N4C(=C2)C(=O)OC)CC3 (apovincamine), CC(C)(C(=O)O)OC=1C=CC(=CC1)Cl (clofibric acid). Product: CC[C@@]12CCCN3[C@@H]1C4=C(C=5C=CC=CC5N4C(=C2)C(=O)OC)CC3.CCOC(=O)C(C)(C)OC=1C=CC(=CC1)Cl (Apovincamine clofibrate). Isolated yield 121.0%. Reaction SMILES: [CH3:1][CH2:2][C@:3]12[CH:19]=[C:18]([C:20]([O:22][CH3:23])=[O:21])[N:17]3[C:9]4=[C:10]([CH2:24][CH2:25][N:7]([C@@H:8]14)[CH2:6][CH2:5][CH2:4]2)[C:11]1[CH:12]=[CH:13][CH:14]=[CH:15][C:16]=13.[CH3:26][C:27]([O:32][C:33]1[CH:34]=[CH:35][C:36]([Cl:39])=[CH:37][CH:38]=1)([C:29]([OH:31])=[O:30])[CH3:28]>>[CH3:1][CH2:2][C@:3]12[CH:19]=[C:18]([C:20]([O:22][CH3:23])=[O:21])[N:17]3[C:9]4=[C:10]([CH2:24][CH2:25][N:7]([C@@H:8]14)[CH2:6][CH2:5][CH2:4]2)[C:11]1[CH:12]=[CH:13][CH:14]=[CH:15][C:16]=13.[CH3:1][CH2:2][O:30][C:29]([C:27]([O:32][C:33]1[CH:38]=[CH:37][C:36]([Cl:39])=[CH:35][CH:34]=1)([CH3:26])[CH3:28])=[O:31] |f:2.3|. Procedure: The preceding example is repeated starting from 3.36 g of apovincamine and 2.14 g of clofibric acid. The final product (3.5 g) is a low melting solid, m.p. 65° C., which is insoluble in water and soluble in alcohol, with an apovincamine content of 61%. Starting materials: N-oxide, CC(CC=C)(C)C1=NN=C(S1)NC(C(CCC)NC(CC1=CC(=CC(=C1)F)F)=O)=O (2-[2-(3,5-difluoro-phenyl)-acetylamino]-pentanoic acid [5-(1,1-dimethyl-but-3-enyl)-[1,3,4]thiadiazol-2-yl]-amide), ClC1=CC(=CC=C1)C(=O)OO (m-chloroperbenzoic acid). The solvent is C(Cl)Cl (methylene chloride). Run at time 4 hour. Yields the product CC(CC1OC1)(C)C1=NN=C(S1)NC(C(CCC)NC(CC1=CC(=CC(=C1)F)F)=O)=O (2-[2-(3,5-Difluoro-phenyl)-acetylamino]-pentanoic acid [5-(1,1-dimethyl-2-oxiranyl-ethyl)-[1,3,4]thiadiazol-2-yl]-amide). As a reaction SMILES: [CH3:1][C:2]([C:7]1[S:11][C:10]([NH:12][C:13](=[O:30])[CH:14]([NH:18][C:19](=[O:29])[CH2:20][C:21]2[CH:26]=[C:25]([F:27])[CH:24]=[C:23]([F:28])[CH:22]=2)[CH2:15][CH2:16][CH3:17])=[N:9][N:8]=1)([CH3:6])[CH2:3][CH:4]=[CH2:5].ClC1C=CC=C(C(OO)=[O:39])C=1>C(Cl)Cl>[CH3:1][C:2]([C:7]1[S:11][C:10]([NH:12][C:13](=[O:30])[CH:14]([NH:18][C:19](=[O:29])[CH2:20][C:21]2[CH:26]=[C:25]([F:27])[CH:24]=[C:23]([F:28])[CH:22]=2)[CH2:15][CH2:16][CH3:17])=[N:9][N:8]=1)([CH3:6])[CH2:3][CH:4]1[CH2:5][O:39]1. Procedure: A mixture of 2-[2-(3,5-difluoro-phenyl)-acetylamino]-pentanoic acid [5-(1,1-dimethyl-but-3-enyl)-[1,3,4]thiadiazol-2-yl]-amide (196 mg, 0.45 mmol) and ˜60% pure m-chloroperbenzoic acid (109 mg, 0.45 mmol) in methylene chloride was stirred for 4 hr. The mixture was quenched with water, saturated Na2S2O3 and extracted with methylene chloride. The organic layer was washed with brine, separated, dried, and concentrated to give 114 mg of crude material with a mixture of desired title compound and und... Reactants: CS(=O)[O-], CCO, ClC(Cl)Cl, Cc1nnc(-c2ccc3occ(-c4ccc(CCl)cc4)c3c2)o1, [Na+], C1CCOC1. Product: Cc1nnc(-c2ccc3occ(-c4ccc(CS(C)(=O)=O)cc4)c3c2)o1. Reaction SMILES: [CH3:24][S:25](=[O:26])[O-:27].[CH3:34][CH2:35][OH:36].[CH:37]([Cl:38])([Cl:39])[Cl:40].[Cl:1][CH2:2][c:3]1[cH:4][cH:5][c:6](-[c:9]2[cH:10][o:11][c:12]3[c:13]2[cH:14][c:15](-[c:18]2[o:19][c:20]([CH3:23])[n:21][n:22]2)[cH:16][cH:17]3)[cH:7][cH:8]1.[Na+:28].[O:29]1[CH2:30][CH2:31][CH2:32][CH2:33]1>>[CH2:2]([c:3]1[cH:4][cH:5][c:6](-[c:9]2[cH:10][o:11][c:12]3[c:13]2[cH:14][c:15](-[c:18]2[o:19][c:20]([CH3:23])[n:21][n:22]2)[cH:16][cH:17]3)[cH:7][cH:8]1)[S:25]([CH3:24])(=[O:26])=[O:27].